This data is from the Open Reaction Database (ORD), a public repository of structured organic reaction records. The task is: describe an organic reaction: reactants, conditions, products, and yield Starting materials: C(C=C)[C@@]1(NC(N(CC1)[C@@H](C)C1=CC=C(C=C1)C1=CC=C(C=C1)F)=O)C1=CC=C(C=C1)F ((S)-4-allyl-1-((S)-1-(4′-fluorobiphenyl-4-yl)ethyl)-4-(4-fluorophenyl)tetrahydropyrimidin-2(1H)-one), OC(C[C@@]1(NC(N(CC1)[C@@H](C)C1=CC=C(C=C1)C1=CC=C(C=C1)F)=O)C1=CC=C(C=C1)F)CO ((4R)-4-(2,3-dihydroxypropyl)-1-((S)-1-(4′-fluorobiphenyl-4-yl)ethyl)-4-(4-fluorophenyl)tetrahydropyrimidin-2(1H)-one). The product is OC(CC1(NC(N(CC1)[C@@H](C)C1=CC=C(C=C1)C1=CC=C(C=C1)F)=O)C1=CC=C(C=C1)F)CO (4-(2,3-dihydroxypropyl)-1-((1S)-1-(4′-fluorobiphenyl-4-yl)ethyl)-4-(4-fluorophenyl)tetrahydropyrimidin-2(1H)-one). As a reaction SMILES: C([C@@]1(C2C=CC(F)=CC=2)CCN([C@H](C2C=CC(C3C=CC(F)=CC=3)=CC=2)C)C(=O)N1)C=C.[OH:33][CH:34]([CH2:65][OH:66])[CH2:35][C@@:36]1([C:58]2[CH:63]=[CH:62][C:61]([F:64])=[CH:60][CH:59]=2)[CH2:41][CH2:40][N:39]([C@H:42]([C:44]2[CH:49]=[CH:48][C:47]([C:50]3[CH:55]=[CH:54][C:53]([F:56])=[CH:52][CH:51]=3)=[CH:46][CH:45]=2)[CH3:43])[C:38](=[O:57])[NH:37]1>>[OH:33][CH:34]([CH2:65][OH:66])[CH2:35][C:36]1([C:58]2[CH:59]=[CH:60][C:61]([F:64])=[CH:62][CH:63]=2)[CH2:41][CH2:40][N:39]([C@H:42]([C:44]2[CH:45]=[CH:46][C:47]([C:50]3[CH:55]=[CH:54][C:53]([F:56])=[CH:52][CH:51]=3)=[CH:48][CH:49]=2)[CH3:43])[C:38](=[O:57])[NH:37]1. Procedure details: Treatment of (S)-4-allyl-1-((S)-1-(4′-fluorobiphenyl-4-yl)ethyl)-4-(4-fluorophenyl)tetrahydropyrimidin-2(1H)-one with AD-mix 13 following a procedure analogous to that described in Example 8 afforded (4R)-4-(2,3-dihydroxypropyl)-1-((S)-1-(4′-fluorobiphenyl-4-yl)ethyl)-4-(4-fluorophenyl)tetrahydropyrimidin-2(1H)-one isomers 3 and 4 which were separated by prep HPLC. Isomer 3: LC-MS Method 1 tR=1.337 min, m/z=467.2; 1H NMR (CDCl3) 1.31 (d, 3H), 1.84-2.03 (m, 5H), 2.52 (m, 1H), 2.68 (m, 1H), 3.33 (... Reactants: COC(=O)C=1C(=NSC1S(=O)(=O)C)O (3-Hydroxy-5-methanesulfonyl-isothiazole-4-carboxylic acid methyl ester), C([O-])([O-])=O.[K+].[K+] (potassium carbonate), BrC1=CC(=C(COS(=O)(=O)C2=CC=C(C=C2)C)C(=C1)F)F.ClCCl (toluene-4-sulfonic acid 4-bromo-2,6-difluoro-benzyl ester dichloromethane), 3-Hydroxy-5-methanesulfonyl-isothiazole-4-carboxylic acid methyl potassium carbonate dimethylsulfoxide, ClCCl (Dichloromethane). Solvent: CCOC(=O)C (EtOAc), Hexanes, CS(=O)C (dimethylsulfoxide), O (water). Run at temperature 25 celsius, time 16.5 hour. Yields the product COC(=O)C=1C(=NSC1S(=O)(=O)C)OCC1=C(C=C(C=C1F)Br)F (3-(4-Bromo-2,6-difluoro-benzyloxy)-5-methanesulfonyl-isothiazole-4-carboxylic acid methyl ester). Isolated yield 70.0%. RXN SMILES: [CH3:1][O:2][C:3]([C:5]1[C:6]([OH:14])=[N:7][S:8][C:9]=1[S:10]([CH3:13])(=[O:12])=[O:11])=[O:4].C(=O)([O-])[O-].[K+].[K+].[Br:21][C:22]1[CH:39]=[C:38]([F:40])[C:25]([CH2:26]OS(C2C=CC(C)=CC=2)(=O)=O)=[C:24]([F:41])[CH:23]=1.ClCCl.ClCCl>CS(C)=O.CCOC(C)=O.O>[CH3:1][O:2][C:3]([C:5]1[C:6]([O:14][CH2:26][C:25]2[C:38]([F:40])=[CH:39][C:22]([Br:21])=[CH:23][C:24]=2[F:41])=[N:7][S:8][C:9]=1[S:10]([CH3:13])(=[O:12])=[O:11])=[O:4] |f:1.2.3,4.5|. Procedure: In a separate vessel, 3-Hydroxy-5-methanesulfonyl-isothiazole-4-carboxylic acid methyl ester (1.00 equiv, 18.5 g) was taken up in dimethylsulfoxide (185 mL, 10 volumes) and potassium carbonate (1.0 equiv, 10.8 g) was added. The toluene-4-sulfonic acid 4-bromo-2,6-difluoro-benzyl ester/dichloromethane solution from Example 6 was added to the 3-Hydroxy-5-methanesulfonyl-isothiazole-4-carboxylic acid methyl/potassium carbonate/dimethylsulfoxide slurry dropwise over 1 hour. The mixture was stirred a... Starting materials: ClC1=NC=CC=C1Br (2-chloro-3-bromopyridine), C(C1=CC=CC=C1)N1CCC(=CC1)CO ((1-benzyl-1,2,3,6-tetrahydro-pyridin-4-yl)-methanol), [H-].[Na+] (NaH), C(C1=CC=CC=C1)N1CCC(=CC1)CO ((1-benzyl-1,2,3,6-tetrahydro-pyridin-4-yl)-methanol), [H-].[Na+] (NaH). Run in C1CCOC1 (THF), O (water), C1CCOC1 (THF). Conditions: temperature 0 celsius, time 30 minute. Yields the product C(C1=CC=CC=C1)N1CCC(=CC1)COC1=NC=CC=C1Br (2-(1-Benzyl-1,2,3,6-tetrahydro-pyridin-4-ylmethoxy)-3-bromo-pyridine). As a reaction SMILES: [CH2:1]([N:8]1[CH2:13][CH:12]=[C:11]([CH2:14][OH:15])[CH2:10][CH2:9]1)[C:2]1[CH:7]=[CH:6][CH:5]=[CH:4][CH:3]=1.[H-].[Na+].Cl[C:19]1[C:24]([Br:25])=[CH:23][CH:22]=[CH:21][N:20]=1>C1COCC1.O>[CH2:1]([N:8]1[CH2:9][CH:10]=[C:11]([CH2:14][O:15][C:19]2[C:24]([Br:25])=[CH:23][CH:22]=[CH:21][N:20]=2)[CH2:12][CH2:13]1)[C:2]1[CH:7]=[CH:6][CH:5]=[CH:4][CH:3]=1 |f:1.2|. Reported procedure: To a solution of (1-benzyl-1,2,3,6-tetrahydro-pyridin-4-yl)-methanol (0.675 g, 3.019 mmol) [C.A.S. 158984-76-0] in dry THF (40 ml) cooled at 0° C., was added NaH (0.138 g, 3.622 mmol; 60% mineral oil). The resulting reaction mixture was stirred at 0° C. for 30 min. Then, a solution of 2-chloro-3-bromopyridine (0.58 g, 3.019 mmol) in dry THF (10 ml) was added and the mixture was heated in a sealed tube at 85° C. for 2 h. After cooling, additional (1-benzyl-1,2,3,6-tetrahydro-pyridin-4-yl)-methano... Reactants: CC1=CC2=C(NC=3CCN4CCCC4C32)N=C1 (10-methyl-2,3,5,6,7,11c-hexahydro-1H-pyrido[3′,2′:4,5]pyrrolo[2,3-g]indolizine), [OH-].[K+] (KOH), FC(C1=NC=C(C=C1)C=C)(F)F (2-(Trifluoromethyl)-5-vinylpyridine). Run in O (water), CN1CCCC1=O (NMP). Reaction conditions: time 16 hour. Yields the product CC1=CC2=C(N(C=3CCN4CCCC4C32)CCC=3C=NC(=CC3)C(F)(F)F)N=C1 (10-methyl-7-(2-(6-(trifluoromethyl) pyridin-3-yl)ethyl)-2,3,5,6,7,11c-hexahydro-1H-pyrido[3′,2′:4,5]pyrrolo[2,3-g]indolizine). As a reaction SMILES: [CH3:1][C:2]1[CH:17]=[N:16][C:5]2[NH:6][C:7]3[CH2:8][CH2:9][N:10]4[CH:14]([C:15]=3[C:4]=2[CH:3]=1)[CH2:13][CH2:12][CH2:11]4.[OH-].[K+].[F:20][C:21]([F:31])([F:30])[C:22]1[CH:27]=[CH:26][C:25]([CH:28]=[CH2:29])=[CH:24][N:23]=1>CN1C(=O)CCC1.O>[CH3:1][C:2]1[CH:17]=[N:16][C:5]2[N:6]([CH2:29][CH2:28][C:25]3[CH:24]=[N:23][C:22]([C:21]([F:31])([F:20])[F:30])=[CH:27][CH:26]=3)[C:7]3[CH2:8][CH2:9][N:10]4[CH:14]([C:15]=3[C:4]=2[CH:3]=1)[CH2:13][CH2:12][CH2:11]4 |f:1.2|. Procedure details: A solution of 10-methyl-2,3,5,6,7,11c-hexahydro-1H-pyrido[3′,2′:4,5]pyrrolo[2,3-g]indolizine (80 mg, 0.352 mmol) and powdered KOH (138 mg, 2.46 mmol) in NMP (2 mL) was stirred at RT for 5 min. 2-(Trifluoromethyl)-5-vinylpyridine (122 mg, 0.704 mmol) was added into the reaction mixture and stiffing continued for 16 h. The reaction mixture was diluted with water and extracted with EtOAc. The organic layer was washed with water, dried over anhydrous sodium sulfate and concentrated under reduced pre... Reactants: C1CCOC1, O=C(Cl)c1cccc2cc(Oc3ccnc(Cl)n3)ccc12, Cl, Nc1cccc(C(F)(F)F)c1. Yields the product O=C(Nc1cccc(C(F)(F)F)c1)c1cccc2cc(Oc3ccnc(Cl)n3)ccc12. RXN SMILES: [CH2:34]1[O:35][CH2:36][CH2:37][CH2:38]1.[Cl:2][c:3]1[n:4][cH:5][cH:6][c:7]([O:9][c:10]2[cH:11][c:12]3[cH:13][cH:14][cH:15][c:16]([C:20](=[O:21])[Cl:22])[c:17]3[cH:18][cH:19]2)[n:8]1.[ClH:1].[F:23][C:24]([c:25]1[cH:26][c:27]([NH2:31])[cH:28][cH:29][cH:30]1)([F:32])[F:33]>>[Cl:2][c:3]1[n:4][cH:5][cH:6][c:7]([O:9][c:10]2[cH:11][c:12]3[cH:13][cH:14][cH:15][c:16]([C:20](=[O:21])[NH:31][c:27]4[cH:26][c:25]([C:24]([F:23])([F:32])[F:33])[cH:30][cH:29][cH:28]4)[c:17]3[cH:18][cH:19]2)[n:8]1. Starting materials: CCCC[Sn](CCCC)(CCCC)c1cccs1, CCCCCCN1CC2C(C1=O)C2(C)c1cccc(I)c1, O=C(C=Cc1ccccc1)C=Cc1ccccc1, C1CCOC1, O=C(C=Cc1ccccc1)C=Cc1ccccc1, O=C(C=Cc1ccccc1)C=Cc1ccccc1, [Pd], [Pd], c1ccc([As](c2ccccc2)c2ccccc2)cc1. Yields the product CCCCCCN1CC2C(C1=O)C2(C)c1cccc(-c2cccs2)c1. RXN SMILES: [CH2:20]([Sn:21]([CH2:22][CH2:23][CH2:24][CH3:30])([c:25]1[s:26][cH:27][cH:28][cH:29]1)[CH2:31][CH2:32][CH2:33][CH3:34])[CH2:35][CH2:36][CH3:37].[CH2:38]([CH2:39][CH2:40][CH2:41][CH2:42][CH3:43])[N:44]1[C:45](=[O:58])[CH:46]2[C:47]([CH3:50])([c:51]3[cH:52][c:53]([I:57])[cH:54][cH:55][cH:56]3)[CH:48]2[CH2:49]1.[O:102]=[C:103]([CH:104]=[CH:105][c:106]1[cH:107][cH:108][cH:109][cH:110][cH:111]1)[CH:112]=[CH:113][c:114]1[cH:115][cH:116][cH:117][cH:118][cH:119]1.[O:59]1[CH2:60][CH2:61][CH2:62][CH2:63]1.[O:66]=[C:67]([CH:68]=[CH:69][c:70]1[cH:71][cH:72][cH:73][cH:74][cH:75]1)[CH:76]=[CH:77][c:78]1[cH:79][cH:80][cH:81][cH:82][cH:83]1.[O:84]=[C:85]([CH:86]=[CH:87][c:88]1[cH:89][cH:90][cH:91][cH:92][cH:93]1)[CH:94]=[CH:95][c:96]1[cH:97][cH:98][cH:99][cH:100][cH:101]1.[Pd:64].[Pd:65].[cH:1]1[cH:2][cH:3][c:4]([As:5]([c:6]2[cH:7][cH:8][cH:9][cH:10][cH:11]2)[c:12]2[cH:13][cH:14][cH:15][cH:16][cH:17]2)[cH:18][cH:19]1>>[c:25]1(-[c:53]2[cH:52][c:51]([C:47]3([CH3:50])[CH:46]4[C:45](=[O:58])[N:44]([CH2:38][CH2:39][CH2:40][CH2:41][CH2:42][CH3:43])[CH2:49][CH:48]43)[cH:56][cH:55][cH:54]2)[s:26][cH:27][cH:28][cH:29]1. Reaction SMILES: [C:1]([CH3:2])([CH3:3])([CH3:4])[O:5][C:6]([c:7]1[cH:8][cH:9][c:10]([N:13]([CH2:14][c:15]2[cH:16][cH:17][c:18]([Cl:21])[cH:19][cH:20]2)[S:22](=[O:23])(=[O:24])[c:25]2[cH:26][cH:27][cH:28][cH:29][cH:30]2)[cH:11][cH:12]1)=[O:31].[Cl:32][CH2:33][Cl:34].[F:35][C:36]([F:37])([F:38])[C:39]([OH:40])=[O:41]>>[O:5]=[C:6]([c:7]1[cH:8][cH:9][c:10]([N:13]([CH2:14][c:15]2[cH:16][cH:17][c:18]([Cl:21])[cH:19][cH:20]2)[S:22](=[O:23])(=[O:24])[c:25]2[cH:26][cH:27][cH:28][cH:29][cH:30]2)[cH:11][cH:12]1)[OH:31]. The product is O=C(O)c1ccc(N(Cc2ccc(Cl)cc2)S(=O)(=O)c2ccccc2)cc1. Reactants: CC(C)(C)OC(=O)c1ccc(N(Cc2ccc(Cl)cc2)S(=O)(=O)c2ccccc2)cc1, ClCCl, O=C(O)C(F)(F)F.